Dataset: the Open Reaction Database (ORD), a public repository of structured organic reaction records. Task: describe an organic reaction: reactants, conditions, products, and yield The reactants are ClC1=NN=CC2=CC(=CC=C12)C=1C=C(C(=O)NC2CC2)C=CC1C (3-(1-chlorophthalazin-6-yl)-N-cyclopropyl-4-methylbenzamide), CC1NCCC1 (2-methylpyrrolidine). The solvent is CN1CCCC1=O (NMP). Conditions: temperature 160 celsius. The product is C1(CC1)NC(C1=CC(=C(C=C1)C)C=1C=C2C=NN=C(C2=CC1)N1C(CCC1)C)=O (N-cyclopropyl-4-methyl-3-(1-(2-methylpyrrolidin-1-yl)phthalazin-6-yl)benzamide). As a reaction SMILES: Cl[C:2]1[C:11]2[C:6](=[CH:7][C:8]([C:12]3[CH:13]=[C:14]([CH:21]=[CH:22][C:23]=3[CH3:24])[C:15]([NH:17][CH:18]3[CH2:20][CH2:19]3)=[O:16])=[CH:9][CH:10]=2)[CH:5]=[N:4][N:3]=1.[CH3:25][CH:26]1[CH2:30][CH2:29][CH2:28][NH:27]1>CN1C(=O)CCC1>[CH:18]1([NH:17][C:15](=[O:16])[C:14]2[CH:21]=[CH:22][C:23]([CH3:24])=[C:12]([C:8]3[CH:7]=[C:6]4[C:11](=[CH:10][CH:9]=3)[C:2]([N:27]3[CH2:28][CH2:29][CH2:30][CH:26]3[CH3:25])=[N:3][N:4]=[CH:5]4)[CH:13]=2)[CH2:20][CH2:19]1. Procedure: A mixture of 3-(1-chlorophthalazin-6-yl)-N-cyclopropyl-4-methylbenzamide (300 mg, 888 μmol) and 2-methylpyrrolidine (272 μl, 2664 μmol, Aldrich) in NMP (3 mL) was heated to 160° C. for 18 h. The solution was purified with reverse-phase chromatography (Phenomenex Synergi 4m Max RP 80 A column, 150×21 mM, 20 mL/min, 10-95% CH3CN/H2O, 0.1% TFA, 10.5 min gradient) to afford the title compound. Found MS (ESI, pos. ion) m/z: 387 (M+1). Starting materials: B(Br)(Br)Br (BBr3), ClC=1C=NC=C(C1NC(C(=O)C1=CN(C2=CC=C(C=C12)OC)CC1=CC=C(C=C1)F)=O)Cl (N-(3,5-dichloropyridin-4-yl)-2-[1-(4-fluorobenzyl)-5-methoxyindol-3-yl]-2- oxoacetamide), C(O)([O-])=O.[Na+] (sodium hydrogencarbonate). Solvent: ClCCl (dichloromethane), ClCCl (dichloromethane). Product: ClC=1C=NC=C(C1NC(C(=O)C1=CN(C2=CC=C(C=C12)O)CC1=CC=C(C=C1)F)=O)Cl (N-(3,5-Dichloropyridin-4-yl)-2-[1-(4-fluorobenzyl)-5-hydroxyindol-3-yl]-2-oxoacetamide). RXN SMILES: [Cl:1][C:2]1[CH:3]=[N:4][CH:5]=[C:6]([Cl:32])[C:7]=1[NH:8][C:9](=[O:31])[C:10]([C:12]1[C:20]2[C:15](=[CH:16][CH:17]=[C:18]([O:21]C)[CH:19]=2)[N:14]([CH2:23][C:24]2[CH:29]=[CH:28][C:27]([F:30])=[CH:26][CH:25]=2)[CH:13]=1)=[O:11].B(Br)(Br)Br.C(=O)([O-])O.[Na+]>ClCCl>[Cl:1][C:2]1[CH:3]=[N:4][CH:5]=[C:6]([Cl:32])[C:7]=1[NH:8][C:9](=[O:31])[C:10]([C:12]1[C:20]2[C:15](=[CH:16][CH:17]=[C:18]([OH:21])[CH:19]=2)[N:14]([CH2:23][C:24]2[CH:29]=[CH:28][C:27]([F:30])=[CH:26][CH:25]=2)[CH:13]=1)=[O:11] |f:2.3|. Procedure: 1.4 g of N-(3,5-dichloropyridin-4-yl)-2-[1-(4-fluorobenzyl)-5-methoxyindol-3-yl]-2- oxoacetamide (3 mmol) is dissolved in 100 ml of dichloromethane. The solution is heated to reflux and treated with a solution of 14 mmol of BBr3 in 15 ml of dichloromethane with stirring. The reaction mixture is refluxed for 3 hours. After cooling, the solution is intensively stirred for 3 hours at 20° C. with 200 ml of an aqueous sodium hydrogencarbonate solution. The product crystallizes out, it is isolated, dr... The reactants are C1(CC1)NC1CCN(CC1)C1=NC=C(N=C1)CC (cyclopropyl-[1-(5-ethyl-pyrazin-2-yl)-piperidin-4-yl]-amine), FC=1C=C(C(=O)O)C=CC1C1=CN=CO1 (3-fluoro-4-oxazol-5-yl-benzoic acid). The product is C1(CC1)N(C(C1=CC(=C(C=C1)C1=CN=CO1)F)=O)C1CCN(CC1)C1=NC=C(N=C1)CC (N-Cyclopropyl-N-[1-(5-ethyl-pyrazin-2-yl)-piperidin-4-yl]-3-fluoro-4-oxazol-5-yl-benzamide). As a reaction SMILES: [CH:1]1([NH:4][CH:5]2[CH2:10][CH2:9][N:8]([C:11]3[CH:16]=[N:15][C:14]([CH2:17][CH3:18])=[CH:13][N:12]=3)[CH2:7][CH2:6]2)[CH2:3][CH2:2]1.[F:19][C:20]1[CH:21]=[C:22]([CH:26]=[CH:27][C:28]=1[C:29]1[O:33][CH:32]=[N:31][CH:30]=1)[C:23](O)=[O:24]>>[CH:1]1([N:4]([CH:5]2[CH2:10][CH2:9][N:8]([C:11]3[CH:16]=[N:15][C:14]([CH2:17][CH3:18])=[CH:13][N:12]=3)[CH2:7][CH2:6]2)[C:23](=[O:24])[C:22]2[CH:26]=[CH:27][C:28]([C:29]3[O:33][CH:32]=[N:31][CH:30]=3)=[C:20]([F:19])[CH:21]=2)[CH2:2][CH2:3]1. Procedure details: The title compound is prepared from cyclopropyl-[1-(5-ethyl-pyrazin-2-yl)-piperidin-4-yl]-amine and 3-fluoro-4-oxazol-5-yl-benzoic acid following a procedure analogous to that described in Example 17. LC (method 1): tR=1.18 min; Mass spectrum (ESI+): m/z=436 [M+H]+. Starting materials: CC12CCC(OC(=O)Oc3ccc([N+](=O)[O-])cc3)CC1CCC1C2CCC2(C)C(c3ccc(=O)oc3)CCC12O, C1CNCCN1, ClCCl. Product: CC12CCC(OC(=O)N3CCNCC3)CC1CCC1C2CCC2(C)C(c3ccc(=O)oc3)CCC12O. As a reaction SMILES: [C:1]([O:2][CH:3]1[CH2:4][CH2:5][C:6]2([CH3:29])[CH:7]3[CH2:8][CH2:9][C:10]4([CH3:28])[CH:11]([c:21]5[cH:22][cH:23][c:24](=[O:27])[o:25][cH:26]5)[CH2:12][CH2:13][C:14]4([OH:20])[CH:15]3[CH2:16][CH2:17][CH:18]2[CH2:19]1)([O:30][c:32]1[cH:33][cH:34][c:35]([N+:36]([O-:37])=[O:38])[cH:39][cH:40]1)=[O:31].[CH2:41]1[CH2:42][NH:43][CH2:44][CH2:45][NH:46]1.[Cl:47][CH2:48][Cl:49]>>[C:1]([O:2][CH:3]1[CH2:4][CH2:5][C:6]2([CH3:29])[CH:7]3[CH2:8][CH2:9][C:10]4([CH3:28])[CH:11]([c:21]5[cH:22][cH:23][c:24](=[O:27])[o:25][cH:26]5)[CH2:12][CH2:13][C:14]4([OH:20])[CH:15]3[CH2:16][CH2:17][CH:18]2[CH2:19]1)(=[O:30])[N:43]1[CH2:42][CH2:41][NH:46][CH2:45][CH2:44]1. Reactants: O=C([O-])[O-], CC(=O)c1c(C)nc2sc3c(c2c1-c1ccccc1)CCNC3, COC(=O)Cl, ClCCl, [K+], [K+]. Product: COC(=O)N1CCc2c(sc3nc(C)c(C(C)=O)c(-c4ccccc4)c23)C1. RXN SMILES: [C:29](=[O:30])([O-:31])[O-:32].[CH3:1][c:2]1[n:3][c:4]2[s:5][c:6]3[c:11]([c:12]2[c:13](-[c:18]2[cH:19][cH:20][cH:21][cH:22][cH:23]2)[c:14]1[C:15]([CH3:16])=[O:17])[CH2:10][CH2:9][NH:8][CH2:7]3.[Cl:24][C:25](=[O:26])[O:27][CH3:28].[Cl:35][CH2:36][Cl:37].[K+:33].[K+:34]>>[CH3:1][c:2]1[n:3][c:4]2[s:5][c:6]3[c:11]([c:12]2[c:13](-[c:18]2[cH:19][cH:20][cH:21][cH:22][cH:23]2)[c:14]1[C:15]([CH3:16])=[O:17])[CH2:10][CH2:9][N:8]([C:25](=[O:26])[O:27][CH3:28])[CH2:7]3.